This data is from the Open Reaction Database (ORD), a public repository of structured organic reaction records. The task is: describe an organic reaction: reactants, conditions, products, and yield Starting materials: N1N=C(N=C1)C(=O)OC (methyl 1H-1,2,4-triazole-3-carboxylate), [N+](=O)([O-])C1=CC=C(CBr)C=C1 (4-nitrobenzyl bromide), C([O-])([O-])=O.[K+].[K+] (potassium carbonate), CN(C=O)C (N,N-dimethylformamide). Run in O (water). Run at time 4 hour. Yields the product [N+](=O)([O-])C1=CC=C(CN2N=CN=C2C(=O)OC)C=C1 (methyl 1-(4-nitrobenzyl)-1H-1,2,4-triazole-5-carboxylate). Yield: 12.4%. RXN SMILES: [NH:1]1[CH:5]=[N:4][C:3]([C:6]([O:8][CH3:9])=[O:7])=[N:2]1.[N+:10]([C:13]1[CH:20]=[CH:19][C:16]([CH2:17]Br)=[CH:15][CH:14]=1)([O-:12])=[O:11].C(=O)([O-])[O-].[K+].[K+].CN(C)C=O>O>[N+:10]([C:13]1[CH:20]=[CH:19][C:16]([CH2:17][N:2]2[C:3]([C:6]([O:8][CH3:9])=[O:7])=[N:4][CH:5]=[N:1]2)=[CH:15][CH:14]=1)([O-:12])=[O:11] |f:2.3.4|. Procedure details: A mixture of methyl 1H-1,2,4-triazole-3-carboxylate (7.06 g), 4-nitrobenzyl bromide (10 g), potassium carbonate (16.6 g) and N,N-dimethylformamide (60 ml) was stirred at room temperature for 4 hrs. The reaction mixture was poured into water, and the mixture was extracted with ethyl acetate. The organic layer was washed with water, dried over anhydrous magnesium sulfate, and concentrated. The residue was subjected to silica gel column chromatography to give methyl 1-(4-nitrobenzyl)-1H-1,2,4-triaz... Reactants: O.NN (hydrazine hydrate), FC(C(=O)O)(F)F.O=C1N(C(C2=CC=CC=C12)=O)CC1=CN=C(S1)NC=1C=C(CNC2=NC=NC3=C(C=CC=C23)C(=O)N)C=CC1 (4-{3-[5-(1,3-Dioxo-1,3-dihydro-isoindol-2-ylmethyl)-thiazol-2-ylamino]-benzylamino}-quinazoline-8-carboxylic acid amide trifluoroacetic acid salt), O.NN (hydrazine hydrate). The solvent is C(C)O (ethanol). Reaction conditions: temperature 50 celsius, time 8 hour. Yields the product NCC1=CN=C(S1)NC=1C=C(CNC2=NC=NC3=C(C=CC=C23)C(=O)N)C=CC1 (4-[3-(5-Aminomethyl-thiazol-2-ylamino)-benzylamino]-quinazoline-8-carboxylic acid amide). As a reaction SMILES: FC(F)(F)C(O)=O.O=C1C2C(=CC=CC=2)C(=O)[N:10]1[CH2:19][C:20]1[S:24][C:23]([NH:25][C:26]2[CH:27]=[C:28]([CH:44]=[CH:45][CH:46]=2)[CH2:29][NH:30][C:31]2[C:40]3[C:35](=[C:36]([C:41]([NH2:43])=[O:42])[CH:37]=[CH:38][CH:39]=3)[N:34]=[CH:33][N:32]=2)=[N:22][CH:21]=1.O.NN>C(O)C>[NH2:10][CH2:19][C:20]1[S:24][C:23]([NH:25][C:26]2[CH:27]=[C:28]([CH:44]=[CH:45][CH:46]=2)[CH2:29][NH:30][C:31]2[C:40]3[C:35](=[C:36]([C:41]([NH2:43])=[O:42])[CH:37]=[CH:38][CH:39]=3)[N:34]=[CH:33][N:32]=2)=[N:22][CH:21]=1 |f:0.1,2.3|. Procedure details: 24 mg (0.04 mmol) 4-{3-[5-(1,3-Dioxo-1,3-dihydro-isoindol-2-ylmethyl)-thiazol-2-ylamino]-benzylamino}-quinazoline-8-carboxylic acid amide trifluoroacetic acid salt were dissolved in 1 ml ethanol and treated with 10 μl (0.21 mmol) hydrazine hydrate. The mixture was stirred overnight at 50° C. in a closed vessel. Additional 40 μl hydrazine hydrate were added and the mixture was stirred at 60° C. for 24 h. The reaction mixture was evaporated and the crude product was purified using preparative HPLC... The reactants are C=O (paraformaldehyde), CC1=NN(C2=NC(=CC(=C21)C)O)CC (3,4-dimethyl-1-ethyl-1H-pyrazolo[3,4-b]pyridin-6-ol), Cl.CNC (dimethylamine hydrochloride). The solvent is CN(C=O)C (dimethylformamide). Reaction conditions: time 22 hour. Product: Cl.CN(C)CC=1C(=C2C(=NC1O)N(N=C2C)CC)C (5-[(Dimethylamino)methyl]-3,4-dimethyl-1-ethyl-1H-pyrazolo[3,4-b]pyridin-6-ol, hydrochloride). Reaction SMILES: [CH3:1][C:2]1[C:10]2[C:5](=[N:6][C:7]([OH:12])=[CH:8][C:9]=2[CH3:11])[N:4]([CH2:13][CH3:14])[N:3]=1.[CH2:15]=O.[ClH:17].[CH3:18][NH:19][CH3:20]>CN(C)C=O>[ClH:17].[CH3:18][N:19]([CH2:15][C:8]1[C:9]([CH3:11])=[C:10]2[C:2]([CH3:1])=[N:3][N:4]([CH2:13][CH3:14])[C:5]2=[N:6][C:7]=1[OH:12])[CH3:20] |f:2.3,5.6|. Procedure details: To a suspension of 28.7 g. of 3,4-dimethyl-1-ethyl-1H-pyrazolo[3,4-b]pyridin-6-ol (0.15 mol.) in 1 1, of dimethylformamide is added 6.75 g. of paraformaldehyde (0.22 mol.) and 13.5 g. of dimethylamine hydrochloride (0.165 mol.) and the mixture is heated at 80° with stirring for 22 hours. Within two hours the starting compounds become dissolved and crystallization of 5-[(dimethylamino)methyl]-3,4-dimethyl-1-ethyl-1H-pyrazolo[3,4-b]pyridin-6-ol, hydrochloride (1:1) begins, increasing after cooling... The reactants are C(=O)(O)[O-].[Na+] (NaHCO3), C(C)(C)(C)C=1C=C2CC(CC2=CC1)C=O (5-tert-butyl-2-indancarbaldehyde), C(CO)O (ethyleneglycol), C1(=CC=C(C=C1)S(=O)(=O)O)C (p-toluenesulfonic acid). The solvent is C1CCCCC1 (cyclohexane). Yields the product C(C)(C)(C)C=1C=C2CC(CC2=CC1)C1OCCO1 (2-(5-tert-butyl-2-indanyl)-1,3-dioxolane). Reaction SMILES: [C:1]([C:5]1[CH:6]=[C:7]2[C:11](=[CH:12][CH:13]=1)[CH2:10][CH:9]([CH:14]=[O:15])[CH2:8]2)([CH3:4])([CH3:3])[CH3:2].[CH2:16](O)[CH2:17][OH:18].C1(C)C=CC(S(O)(=O)=O)=CC=1.C([O-])(O)=O.[Na+]>C1CCCCC1>[C:1]([C:5]1[CH:6]=[C:7]2[C:11](=[CH:12][CH:13]=1)[CH2:10][CH:9]([CH:14]1[O:18][CH2:17][CH2:16][O:15]1)[CH2:8]2)([CH3:4])([CH3:2])[CH3:3] |f:3.4|. Reported procedure: A mixture of 5-tert-butyl-2-indancarbaldehyde (ex. 4; 9.8mmole), ethyleneglycol (6.1 g, 98 mmole) and p-toluenesulfonic acid (95 mg, 0.5 mmole) in cyclohexane (25 ml), was heated to reflux (80°) during 3 h with a Dean-Stark type trap. The cooled mixture was poured on ether and aq. sat. NaHCO3, and the organic phase was washed with aq. sat. NaHCO3, dried over K2CO3 and concentrated. After bulb-to-bulb distillation, the desired dioxolane was obtained. The reactants are ClC=1C=C(C=CC1)[C@H]1C[C@@H](C(N([C@@H]1C1=CC=C(C=C1)Cl)CC1CC1)=O)CC(=O)O (2-((3R,5R,6S)-5-(3-chlorophenyl)-6-(4-chlorophenyl)-1-(cyclopropylmethyl)-2-oxopiperidin-3-yl)acetic acid), Cl.NCC(=O)OCC (ethyl 2-aminoacetate hydrochloride), Cl.C(C)N=C=NCCCN(C)C (N1-((ethylimino)methylene)-N3,N3-dimethylpropane-1,3-diamine hydrochloride), N1=NN(C2=NC=CC=C21)O (3H-[1,2,3]triazolo[4,5-b]pyridin-3-ol), C(O)([O-])=O.[Na+] (sodium hydrogencarbonate). The solvent is CN(C)C=O (DMF), O (water). Run at temperature 25 celsius, time 12 hour. Yields the product ClC=1C=C(C=CC1)[C@H]1C[C@@H](C(N([C@@H]1C1=CC=C(C=C1)Cl)CC1CC1)=O)CC(=O)NCC(=O)OCC (Ethyl 2-(2-((3R,5R,6S)-5-(3-chlorophenyl)-6-(4-chlorophenyl)-1-(cyclopropylmethyl)-2-oxopiperidin-3-yl)acetamido)acetate). RXN SMILES: [Cl:1][C:2]1[CH:3]=[C:4]([C@@H:8]2[C@@H:13]([C:14]3[CH:19]=[CH:18][C:17]([Cl:20])=[CH:16][CH:15]=3)[N:12]([CH2:21][CH:22]3[CH2:24][CH2:23]3)[C:11](=[O:25])[C@@H:10]([CH2:26][C:27](O)=[O:28])[CH2:9]2)[CH:5]=[CH:6][CH:7]=1.Cl.[NH2:31][CH2:32][C:33]([O:35][CH2:36][CH3:37])=[O:34].Cl.C(N=C=NCCCN(C)C)C.N1C2C(=NC=CC=2)N(O)N=1.C(=O)([O-])O.[Na+]>CN(C=O)C.O>[Cl:1][C:2]1[CH:3]=[C:4]([C@@H:8]2[C@@H:13]([C:14]3[CH:19]=[CH:18][C:17]([Cl:20])=[CH:16][CH:15]=3)[N:12]([CH2:21][CH:22]3[CH2:23][CH2:24]3)[C:11](=[O:25])[C@@H:10]([CH2:26][C:27]([NH:31][CH2:32][C:33]([O:35][CH2:36][CH3:37])=[O:34])=[O:28])[CH2:9]2)[CH:5]=[CH:6][CH:7]=1 |f:1.2,3.4,6.7|. Procedure details: A solution of 40 mg (93 μmol) of 2-((3R,5R,6S)-5-(3-chlorophenyl)-6-(4-chlorophenyl)-1-(cyclopropylmethyl)-2-oxopiperidin-3-yl)acetic acid (Example 35) and ethyl 2-aminoacetate hydrochloride (14 mg, 102 μmol) in DMF (0.31 mL) was treated at 0° C. with N1-((ethylimino)methylene)-N3,N3-dimethylpropane-1,3-diamine hydrochloride (27 mg, 139 μmol), 3H-[1,2,3]triazolo[4,5-b]pyridin-3-ol (19 mg, 139 μmol), and sodium hydrogencarbonate (23 mg, 278 μmol), successively. After being stirred at 25° C. for 1... Reactants: CNC=1C=C(C(=O)O)C=CC1O (3-methylamino-4-hydroxylbenzoic acid), COC1=NC(=CC(=N1)N)OC (2,6-dimethoxy-4-aminopyrimidine). Yields the product CNC=1C=C(C(=O)N)C=CC1O (3-methylamino-4-hydroxylbenzamide). Yield: 67.0%. Reaction SMILES: [CH3:1][NH:2][C:3]1[CH:4]=[C:5]([CH:9]=[CH:10][C:11]=1[OH:12])[C:6](O)=[O:7].COC1N=C(N)C=C(OC)[N:16]=1>>[CH3:1][NH:2][C:3]1[CH:4]=[C:5]([CH:9]=[CH:10][C:11]=1[OH:12])[C:6]([NH2:16])=[O:7]. Procedure: Using 3-methylamino-4-hydroxylbenzoic acid and 2,6-dimethoxy-4-aminopyrimidine as materials, compound 3 is synthesized following a similar method as in Example 28. Yield: 67%.